describe an organic reaction: reactants, conditions, products, and yield From a dataset of the Open Reaction Database (ORD), a public repository of structured organic reaction records. Reactants: N1C=CC2=CC=CC=C12 (indole), C(C=C)(=O)O (acrylic acid). The solvent is C(C)(=O)O (acetic acid). The product is N1C=C(C2=CC=CC=C12)CCC(=O)O (indole-3-propionic acid). Reaction SMILES: [NH:1]1[C:9]2[C:4](=[CH:5][CH:6]=[CH:7][CH:8]=2)[CH:3]=[CH:2]1.[C:10]([OH:14])(=[O:13])[CH:11]=[CH2:12]>C(O)(=O)C>[NH:1]1[C:9]2[C:4](=[CH:5][CH:6]=[CH:7][CH:8]=2)[C:3]([CH2:12][CH2:11][C:10]([OH:14])=[O:13])=[CH:2]1. Procedure details: Reaction of indole XXI with acrylic acid in the presence of acetic acid affords the indole-3-propionic acid. Esterification, alkylation of the indole nitrogen, if desired, and trifluoroacetic acid hydrolysis gives rise to indoles of Formula VII in which R is (CH2)mCO2R9, m is 2 and R2 is H or C1 -C3 alkyl. ##STR29## Yields the product C(C)C=1N=CC2=CC=CC(=C2C1)N=C1SCC2N1C=1C=CC=CC1C2 ((RS)-3-[(3-ethylisoquinol-5-yl)imino]-9,9a-dihydrothiazolo[3,4-a]indole). The reactants are NC1=C2C=C(N=CC2=CC=C1)CC (5-amino-3-ethylisoquinoline), [I-].CSC=1SCC2[N+]1C=1C=CC=CC1C2 ((RS)-3-methylthio-9,9a-dihydrothiazolo[3,4-a]indolium iodide). Procedure details: Following the procedure of Example 1 but starting with 5-amino-3-ethylisoquinoline (3.3 g) and (RS)-3-methylthio-9,9a-dihydrothiazolo[3,4-a]indolium iodide (6.3 g), (RS)-3-[(3-ethylisoquinol-5-yl)imino]-9,9a-dihydrothiazolo[3,4-a]indole (4.4 g) is obtained, after recrystallisation from ethanol (40 cc), in the form of white crystals melting at 142° C. As a reaction SMILES: [NH2:1][C:2]1[CH:11]=[CH:10][CH:9]=[C:8]2[C:3]=1[CH:4]=[C:5]([CH2:12][CH3:13])[N:6]=[CH:7]2.[I-].CS[C:17]1[S:18][CH2:19][CH:20]2[CH2:28][C:27]3[CH:26]=[CH:25][CH:24]=[CH:23][C:22]=3[N+:21]=12>>[CH2:12]([C:5]1[N:6]=[CH:7][C:8]2[C:3]([CH:4]=1)=[C:2]([N:1]=[C:17]1[N:21]3[C:22]4[CH:23]=[CH:24][CH:25]=[CH:26][C:27]=4[CH2:28][CH:20]3[CH2:19][S:18]1)[CH:11]=[CH:10][CH:9]=2)[CH3:13] |f:1.2|. The yield is 70.6%. Starting materials: [H-].[H-].[H-].[H-].[Li+].[Al+3] (LAH), CC1N(C(CCC1)C)CC1=C(C=CC(=C1)C(=O)OC)C1=C(C=CC(=C1)OC)F (Methyl 2-((2,6-dimethyl-1-piperidinyl)methyl)-2′-fluoro-5′-(methyloxy)-1,1′-biphenyl-4-carboxylate). Run in C1CCOC1 (THF), [Cl-].[Na+].O (brine). Reaction conditions: time 25 minute. The product is CC1N(C(CCC1)C)CC1=C(C=CC(=C1)CO)C1=C(C=CC(=C1)OC)F ((2-((2,6-Dimethyl-1-piperidinyl)methyl)-2′-fluoro-5′-(methyloxy)-1,1′-biphenyl-4-yl)methanol). Yield: 69.9%. As a reaction SMILES: [H-].[H-].[H-].[H-].[Li+].[Al+3].[CH3:7][CH:8]1[CH2:13][CH2:12][CH2:11][CH:10]([CH3:14])[N:9]1[CH2:15][C:16]1[CH:21]=[C:20]([C:22](OC)=[O:23])[CH:19]=[CH:18][C:17]=1[C:26]1[CH:31]=[C:30]([O:32][CH3:33])[CH:29]=[CH:28][C:27]=1[F:34]>C1COCC1.[Cl-].[Na+].O>[CH3:7][CH:8]1[CH2:13][CH2:12][CH2:11][CH:10]([CH3:14])[N:9]1[CH2:15][C:16]1[CH:21]=[C:20]([CH2:22][OH:23])[CH:19]=[CH:18][C:17]=1[C:26]1[CH:31]=[C:30]([O:32][CH3:33])[CH:29]=[CH:28][C:27]=1[F:34] |f:0.1.2.3.4.5,8.9.10|. Procedure details: LAH (1.0 M solution in THF) (0.088 mL, 0.088 mmol) was added slowly to a solution of 66.69B (0.034 g, 0.088 mmol) in THF (1 mL). The resulting mixture was stirred at room temperature for 25 minutes and then was poured into brine (2 mL) and extracted with EtOAc (3×30 mL). The combined organic layers were dried over anhydrous sodium sulfate. After removing solvent, the residue was purified by flash chromatography (silica gel, 1:1 EtOAc/hexane) and gave 66.69C (22 mg) as a colorless oil. Reactants: O (water), [OH-].[Na+] (sodium hydroxide), [I-].[Na+] (sodium iodide), OC=1C=C(C(=O)O)C=CC1 (3-hydroxybenzoic acid). Solvent: CO (methanol). Run at temperature 0 celsius, time 2 hour. Yields the product OC=1C=C(C(=O)O)C=CC1I (3-hydroxy-4-iodobenzoic acid). Yield: 31.7%. RXN SMILES: [OH-].[Na+].[I-:3].[Na+].[OH:5][C:6]1[CH:7]=[C:8]([CH:12]=[CH:13][CH:14]=1)[C:9]([OH:11])=[O:10].O>CO>[OH:5][C:6]1[CH:7]=[C:8]([CH:12]=[CH:13][C:14]=1[I:3])[C:9]([OH:11])=[O:10] |f:0.1,2.3|. Reported procedure: 21 g (520 mmol) of sodium hydroxide and then 79 g (520 mmol) of sodium iodide are added to a solution of 69 g (500 mmol) of 3-hydroxybenzoic acid in 700 ml of methanol. The reaction mixture is cooled to 0° C. and then Javel water (520 mmol) is added dropwise. The reaction mixture is stirred at 0-5° C. for 2 hours and then at room temperature for 15 h. After evaporating the methanol, the reaction mixture is acidified with a concentrated solution of hydrochloric acid. The precipitate is filtered, ... Reactants: CCOCCCc1ccc(Oc2ccc3c(c2)C=C(C(=O)OC)CCS3(=O)=O)cc1, C1CCOC1, CO, [Na+], [OH-]. Yields the product CCOCCCc1ccc(Oc2ccc3c(c2)C=C(C(=O)O)CCS3(=O)=O)cc1. As a reaction SMILES: [CH2:1]([CH3:2])[O:3][CH2:4][CH2:5][CH2:6][c:7]1[cH:8][cH:9][c:10]([O:11][c:12]2[cH:13][cH:14][c:15]3[c:16]([cH:28]2)[CH:17]=[C:18]([C:24](=[O:25])[O:26][CH3:27])[CH2:19][CH2:20][S:21]3(=[O:22])=[O:23])[cH:29][cH:30]1.[CH2:35]1[O:36][CH2:37][CH2:38][CH2:39]1.[CH3:31][OH:32].[Na+:34].[OH-:33]>>[CH2:1]([CH3:2])[O:3][CH2:4][CH2:5][CH2:6][c:7]1[cH:8][cH:9][c:10]([O:11][c:12]2[cH:13][cH:14][c:15]3[c:16]([cH:28]2)[CH:17]=[C:18]([C:24](=[O:25])[OH:26])[CH2:19][CH2:20][S:21]3(=[O:22])=[O:23])[cH:29][cH:30]1.